From a dataset of the Open Reaction Database (ORD), a public repository of structured organic reaction records. describe an organic reaction: reactants, conditions, products, and yield Starting materials: FC1=C(C=CC(=C1)F)[N+](=O)[O-] (2,4-Difluoronitrobenzene), FC1=CC(=C(C=C1)N[C@@H](C(=O)O)CC)[N+](=O)[O-] ((R)-2-(4-fluoro-2-nitrophenylamino)-butyric acid). Procedure: 2,4-Difluoronitrobenzene was treated according to the procedure for the preparation of (R)-2-(4-fluoro-2-nitrophenylamino)-butyric acid (see Example 1) to yield (R)-2-(5-fluoro-2-nitrophenylamino)-butyric acid (83%). MS (ESI) m/z 243 ([M#H]+); MS (ESI) m/z 241 ([M−H]−); HRMS: calcd for C10H11FN2O4, 242.07031; found (ESI+), 243.07712. Yields the product FC=1C=CC(=C(C1)N[C@@H](C(=O)O)CC)[N+](=O)[O-] ((R)-2-(5-fluoro-2-nitrophenylamino)-butyric acid). The yield is 83.0%. Reaction SMILES: F[C:2]1[CH:7]=[C:6]([F:8])[CH:5]=[CH:4][C:3]=1[N+:9]([O-:11])=[O:10].FC1C=CC([NH:19][C@H:20]([CH2:24][CH3:25])[C:21]([OH:23])=[O:22])=C([N+]([O-])=O)C=1>>[F:8][C:6]1[CH:5]=[CH:4][C:3]([N+:9]([O-:11])=[O:10])=[C:2]([NH:19][C@H:20]([CH2:24][CH3:25])[C:21]([OH:23])=[O:22])[CH:7]=1. Starting materials: CCOC(=O)Cn1nc(C(C)(C)C)cc1NC(=O)Oc1ccccc1, C1CCOC1, COCCOc1cc2ncnc(Sc3cccc(N)c3)c2cc1OC, CCN(C(C)C)C(C)C. The product is CCOC(=O)Cn1nc(C(C)(C)C)cc1NC(=O)Nc1cccc(Sc2ncnc3cc(OCCOC)c(OC)cc23)c1. As a reaction SMILES: [C:1]([CH3:2])([CH3:3])([CH3:4])[c:5]1[n:6][n:7]([CH2:20][C:21](=[O:22])[O:23][CH2:24][CH3:25])[c:8]([NH:10][C:11]([O:13][c:12]2[cH:14][cH:15][cH:16][cH:17][cH:18]2)=[O:19])[cH:9]1.[CH2:60]1[O:61][CH2:62][CH2:63][CH2:64]1.[CH3:26][O:27][c:28]1[cH:29][c:30]2[c:31]([S:43][c:44]3[cH:45][c:46]([NH2:47])[cH:48][cH:49][cH:50]3)[n:32][cH:33][n:34][c:35]2[cH:36][c:37]1[O:38][CH2:39][CH2:40][O:41][CH3:42].[CH:51]([N:52]([CH2:53][CH3:54])[CH:55]([CH3:56])[CH3:57])([CH3:58])[CH3:59]>>[C:1]([CH3:2])([CH3:3])([CH3:4])[c:5]1[n:6][n:7]([CH2:20][C:21](=[O:22])[O:23][CH2:24][CH3:25])[c:8]([NH:10][C:11](=[O:13])[NH:47][c:46]2[cH:45][c:44]([S:43][c:31]3[c:30]4[cH:29][c:28]([O:27][CH3:26])[c:37]([O:38][CH2:39][CH2:40][O:41][CH3:42])[cH:36][c:35]4[n:34][cH:33][n:32]3)[cH:50][cH:49][cH:48]2)[cH:9]1. The reactants are B, CCOC(=O)C1=C(COCC(=O)O)NC(C)=C(C(=O)OC)C1c1ccccc1Cl, C1CCOC1. Product: CCOC(=O)C1=C(COCCO)NC(C)=C(C(=O)OC)C1c1ccccc1Cl. RXN SMILES: [BH3:1].[Cl:2][c:3]1[c:4]([CH:9]2[C:10]([C:26](=[O:27])[O:28][CH2:29][CH3:30])=[C:11]([CH2:20][O:21][CH2:22][C:23](=[O:24])[OH:25])[NH:12][C:13]([CH3:19])=[C:14]2[C:15](=[O:16])[O:17][CH3:18])[cH:5][cH:6][cH:7][cH:8]1.[O:31]1[CH2:32][CH2:33][CH2:34][CH2:35]1>>[Cl:2][c:3]1[c:4]([CH:9]2[C:10]([C:26](=[O:27])[O:28][CH2:29][CH3:30])=[C:11]([CH2:20][O:21][CH2:22][CH2:23][OH:24])[NH:12][C:13]([CH3:19])=[C:14]2[C:15](=[O:16])[O:17][CH3:18])[cH:5][cH:6][cH:7][cH:8]1.